From a dataset of the Open Reaction Database (ORD), a public repository of structured organic reaction records. describe an organic reaction: reactants, conditions, products, and yield Starting materials: COC=1C=C(C=O)C=C2C1OCO2 (3-Methoxy-4,5-methylenedioxybenzaldehyde), C(C)(=O)[O-].[NH4+] (ammonium acetate), [N+](=O)([O-])C (Nitromethane). Run in CC(=O)O (HOAc), C(C)(=O)O (acetic acid), C(C)(=O)O (Acetic acid). Run at time 10 minute. Product: [N+](=O)([O-])C=CC1=CC=CC=C1 (Nitrostyrene). Yield: 133.7%. RXN SMILES: CO[C:3]1[CH:4]=[C:5]([CH:8]=[C:9]2OCO[C:10]=12)[CH:6]=O.C([O-])(=O)C.[NH4+].[N+:19]([CH3:22])([O-:21])=[O:20]>C(O)(=O)C>[N+:19]([CH:22]=[CH:6][C:5]1[CH:8]=[CH:9][CH:10]=[CH:3][CH:4]=1)([O-:21])=[O:20] |f:1.2|. Procedure: Under N2, 3-Methoxy-4,5-methylenedioxybenzaldehyde (928 g, 97%, w., 5 mol), Acetic acid (2.5 L), followed by ammonium acetate (664 g, 8.5 mol) and HOAc (1 L) were added to a 22-L 4-necked flask equipped with a an overhead stirrer, a thermometer and a refluxing condenser. The mixture was stirred at room temperature for 10 minutes. Nitromethane (1350 mL, 25 mol) and acetic acid (1 L) were subsequently added. The mixture was heated and stirred at 95° C. for 6 hours. The reaction was monitored with ...